Dataset: the Open Reaction Database (ORD), a public repository of structured organic reaction records. Task: describe an organic reaction: reactants, conditions, products, and yield Starting materials: CC1=NC=CC(=C1CO)C ((2,4-dimethyl-pyridin-3-yl)-methanol). Solvent: C(C)#N (acetonitrile). Reaction conditions: temperature 80 celsius. The product is CC1=NC=CC(=C1C=O)C (2,4-dimethyl-pyridine-3-carbaldehyde). Yield: 83.8%. RXN SMILES: [CH3:1][C:2]1[C:7]([CH2:8][OH:9])=[C:6]([CH3:10])[CH:5]=[CH:4][N:3]=1>C(#N)C>[CH3:1][C:2]1[C:7]([CH:8]=[O:9])=[C:6]([CH3:10])[CH:5]=[CH:4][N:3]=1. Procedure: A magnetically stirred mixture of (2,4-dimethyl-pyridin-3-yl)-methanol (0.342 g, 2.5 mmol) and IBX (1.40 g, 5 mmol) in acetonitrile (5 mL) placed in a round bottom flask was heated at 80° C. in an oil bath for 1 h. The mixture was cooled to room temperature and filtered. The solid was washed with acetonitrile. The filtrate was concentrated and applied to a short silica gel column and chromatographed using hexane/ethyl acetate solvent mixture (30-60% ethyl acetate). Product containing fractions w... The reactants are CCc1cccc(Cl)c1C(=O)NC(Cc1ccc(-c2c(C)n(C)c(=O)n(C)c2=O)cc1)C(=O)OC, CCO, [Na+], [OH-]. Yields the product CCc1cccc(Cl)c1C(=O)NC(Cc1ccc(-c2c(C)n(C)c(=O)n(C)c2=O)cc1)C(=O)O. Reaction SMILES: [CH3:1][O:2][C:3]([CH:4]([NH:5][C:6](=[O:7])[c:8]1[c:9]([Cl:16])[cH:10][cH:11][cH:12][c:13]1[CH2:14][CH3:15])[CH2:17][c:18]1[cH:19][cH:20][c:21](-[c:24]2[c:25](=[O:34])[n:26]([CH3:33])[c:27](=[O:32])[n:28]([CH3:31])[c:29]2[CH3:30])[cH:22][cH:23]1)=[O:35].[CH3:38][CH2:39][OH:40].[Na+:37].[OH-:36]>>[O:2]=[C:3]([CH:4]([NH:5][C:6](=[O:7])[c:8]1[c:9]([Cl:16])[cH:10][cH:11][cH:12][c:13]1[CH2:14][CH3:15])[CH2:17][c:18]1[cH:19][cH:20][c:21](-[c:24]2[c:25](=[O:34])[n:26]([CH3:33])[c:27](=[O:32])[n:28]([CH3:31])[c:29]2[CH3:30])[cH:22][cH:23]1)[OH:35]. Starting materials: NC1=NC=CC=N1 (2-aminopyrimidine), CC(CC(C)(C)C)(C)[N+]#[C-] (1,1,3,3-tetramethylbutyl isocyanide), ClC1=C(C=O)C=CC(=C1)F (2-chloro-4-fluorobenzaldehyde). Solvent: Cl(=O)(=O)(=O)O (perchloric acid). The product is ClC1=C(C=CC(=C1)F)C=1N=C2N(C=CC=N2)C1NC(CC(C)(C)C)(C)C ([2-(2-Chloro-4-fluoro-phenyl)-imidazo[1,2-a]pyrimidin-3-yl]-(1,1,3,3-tetramethylbutyl)-amine). RXN SMILES: [NH2:1][C:2]1[N:7]=[CH:6][CH:5]=[CH:4][N:3]=1.[CH3:8][C:9]([N+:16]#[C-:17])([CH3:15])[CH2:10][C:11]([CH3:14])([CH3:13])[CH3:12].[Cl:18][C:19]1[CH:26]=[C:25]([F:27])[CH:24]=[CH:23][C:20]=1[CH:21]=O>Cl(O)(=O)(=O)=O>[Cl:18][C:19]1[CH:26]=[C:25]([F:27])[CH:24]=[CH:23][C:20]=1[C:21]1[N:1]=[C:2]2[N:7]=[CH:6][CH:5]=[CH:4][N:3]2[C:17]=1[NH:16][C:9]([CH3:15])([CH3:8])[CH2:10][C:11]([CH3:14])([CH3:13])[CH3:12]. Procedure: Compound (29) was prepared in accordance with general instructions 1 from 1.0 ml 2-aminopyrimidine solution (0.1 M, MC), 0.575 ml 1,1,3,3-tetramethylbutyl isocyanide solution (0.2 M, MC), 0.500 ml 2-chloro-4-fluorobenzaldehyde solution (0.3 M, MC), and 10 μl perchloric acid (w=20%). Calculated mass 374.9; found mass 375.3 (ESI-MS) Reactants: C(CCC)C=1N=C(C(=NC1)C(=O)N)O (5-n-butyl-3-hydroxypyrazine-2-carboxamide), [OH-].[Na+] (sodium hydroxide). The solvent is O (water). The product is C(CCC)C=1N=C(C(=NC1)C(=O)O)O (5-n-butyl-3-hydroxypyrazine-2-carboxylic acid). As a reaction SMILES: [CH2:1]([C:5]1[N:6]=[C:7]([OH:14])[C:8]([C:11](N)=[O:12])=[N:9][CH:10]=1)[CH2:2][CH2:3][CH3:4].[OH-:15].[Na+]>O>[CH2:1]([C:5]1[N:6]=[C:7]([OH:14])[C:8]([C:11]([OH:15])=[O:12])=[N:9][CH:10]=1)[CH2:2][CH2:3][CH3:4] |f:1.2|. Procedure details: 2-Oxohexanal (F. Ballistreri, et al., J. Organic Chem., 53, 830 (1988) is reacted (according to the method described by F. L. Muehlmann and A. R. Day in J. American Chem. Soc., 78, 242-4(1956) substituting 2-oxohexanal for the 2-oxopropanal used in the synthesis of 5-methyl-3-hydroxypyrazine-2-carboxamide) with aminomalonamide to give 5-n-butyl-3-hydroxypyrazine-2-carboxamide. The amide is hydrolyzed with sodium hydroxide in water at 95° C. to give 5-n-butyl-3-hydroxypyrazine-2-carboxylic acid. ... Reactants: ClC=1C(=CC=2CCC3(CCC(C=C3C2C1Cl)=O)CCC)OCC#N (racemic 2-[(3,4-dichloro-6,7,8,8a,9,10-hexahydro-6-oxo-8a-propyl-2-phenanthrenyl)oxy]acetonitrile), ClC=1C(=CC=2CCC3(CCCC=C3C2C1Cl)CCC)OCC#N ((+)2-[(3,4-dichloro-6,7,8,8a,9,10-hexahydro-8a-propyl-2-phenanthrenyl)oxy]acetonitrile). The product is Cl.ClC=1C(=CC=2CCC3(CCC(C=C3C2C1Cl)=O)CCC)OCC(N)=N ((+)2-[(3,4-dichloro-6,7,8,8a,9,10-hexahydro-6-oxo-8a-propyl-2-phenanthrenyl)oxy]ethanimidamide hydrochloride). RXN SMILES: [Cl:1][C:2]1[C:3]([O:21][CH2:22][C:23]#[N:24])=[CH:4][C:5]2[CH2:6][CH2:7][C:8]3([CH2:18][CH2:19][CH3:20])[C:13]([C:14]=2[C:15]=1[Cl:16])=[CH:12][C:11](=[O:17])[CH2:10][CH2:9]3.ClC1C(OCC#[N:47])=CC2CCC3(CCC)C(C=2C=1Cl)=CCCC3>>[ClH:1].[Cl:1][C:2]1[C:3]([O:21][CH2:22][C:23](=[NH:47])[NH2:24])=[CH:4][C:5]2[CH2:6][CH2:7][C:8]3([CH2:18][CH2:19][CH3:20])[C:13]([C:14]=2[C:15]=1[Cl:16])=[CH:12][C:11](=[O:17])[CH2:10][CH2:9]3 |f:2.3|. Procedure: By carrying out the reaction as described in Example 4, Step B, except that the racemic 2-[(3,4-dichloro-6,7,8,8a,9,10-hexahydro-6-oxo-8a-propyl-2-phenanthrenyl)oxy]acetonitrile is replaced by an equal amount of (+)2-[(3,4-dichloro-6,7,8,8a,9,10-hexahydro-8a-propyl-2-phenanthrenyl)oxy]acetonitrile, there is obtained (+)2-[(3,4-dichloro-6,7,8,8a,9,10-hexahydro-6-oxo-8a-propyl-2-phenanthrenyl)oxy]ethanimidamide hydrochloride. Reactants: C(C)O (ethanol), C(C)(C)(C)C1=CC=C2C(C(=CN(C2=C1)C)S(=O)C)=O (7-t-butyl-1-methyl-3-methylsulphinyl-4-quinolone). The solvent is C(Cl)(Cl)Cl (chloroform). Product: C(C)(C)(C)C1=CC=C2C(C(=CN(C2=C1)C)S(=O)(=O)C)=O (7-t-butyl-1-methyl-3-methylsulphonyl-4-quinolone). Reaction SMILES: [C:1]([C:5]1[CH:14]=[C:13]2[C:8]([C:9](=[O:19])[C:10]([S:16]([CH3:18])=[O:17])=[CH:11][N:12]2[CH3:15])=[CH:7][CH:6]=1)([CH3:4])([CH3:3])[CH3:2].C([OH:22])C>C(Cl)(Cl)Cl>[C:1]([C:5]1[CH:14]=[C:13]2[C:8]([C:9](=[O:19])[C:10]([S:16]([CH3:18])(=[O:22])=[O:17])=[CH:11][N:12]2[CH3:15])=[CH:7][CH:6]=1)([CH3:4])([CH3:2])[CH3:3]. Procedure details: 7-t-butyl-1-methyl-3-methylsulphinyl-4-quinolone was oxidised in chloroform at 20° to give 7-t-butyl-1-methyl-3-methylsulphonyl-4-quinolone, m.p. 247°-248° (from ethanol). Starting materials: CN1CCCC1=O, O=S(=O)(Nc1ncc(Cl)nc1Cl)c1cccc(Cl)c1Cl, OCc1cccc(CO)n1. Yields the product O=S(=O)(Nc1ncc(Cl)nc1OCc1cccc(CO)n1)c1cccc(Cl)c1Cl. RXN SMILES: [CH3:31][N:32]1[CH2:33][CH2:34][CH2:35][C:36]1=[O:37].[Cl:11][c:12]1[c:13]([S:19](=[O:20])(=[O:21])[NH:22][c:23]2[n:24][cH:25][c:26]([Cl:30])[n:27][c:28]2[Cl:29])[cH:14][cH:15][cH:16][c:17]1[Cl:18].[OH:1][CH2:2][c:3]1[n:4][c:5]([CH2:9][OH:10])[cH:6][cH:7][cH:8]1>>[O:1]([CH2:2][c:3]1[n:4][c:5]([CH2:9][OH:10])[cH:6][cH:7][cH:8]1)[c:28]1[c:23]([NH:22][S:19]([c:13]2[c:12]([Cl:11])[c:17]([Cl:18])[cH:16][cH:15][cH:14]2)(=[O:20])=[O:21])[n:24][cH:25][c:26]([Cl:30])[n:27]1. The reactants are CC(O)(COC(=O)N1CCc2cc(Cl)ccc2C1)Cn1cc([N+](=O)[O-])nc1Cl, [H-], [Na+], CN(C)C=O. Yields the product CC1(COC(=O)N2CCc3cc(Cl)ccc3C2)Cn2cc([N+](=O)[O-])nc2O1. RXN SMILES: [Cl:1][c:2]1[cH:3][c:4]2[c:9]([cH:10][cH:11]1)[CH2:8][N:7]([C:12](=[O:13])[O:14][CH2:15][C:16]([CH2:17][n:18]1[c:19]([Cl:26])[n:20][c:21]([N+:23](=[O:24])[O-:25])[cH:22]1)([CH3:27])[OH:28])[CH2:6][CH2:5]2.[H-:29].[Na+:30].[O:31]=[CH:32][N:33]([CH3:34])[CH3:35]>>[Cl:1][c:2]1[cH:3][c:4]2[c:9]([cH:10][cH:11]1)[CH2:8][N:7]([C:12](=[O:13])[O:14][CH2:15][C:16]1([CH3:27])[CH2:17][n:18]3[c:19]([n:20][c:21]([N+:23](=[O:24])[O-:25])[cH:22]3)[O:28]1)[CH2:6][CH2:5]2.